This data is from the Open Reaction Database (ORD), a public repository of structured organic reaction records. The task is: describe an organic reaction: reactants, conditions, products, and yield Reactants: Ti(O-iPr)4, (+)-L-diisopropyl tartrate, C(C)(C)(C)OO (t-BuOOH), ClC=1C=C(C=CCO)C=CC1Cl (3,4-dichlorocinnamyl alcohol). Solvent: C(Cl)Cl (DCM), C(Cl)Cl (DCM). Run at temperature -20 celsius, time 1 hour. Product: ClC=1C=C(C=CC1Cl)[C@H]1[C@@H](O1)CO ((2S-trans)-[3-(3,4-Dichloro-phenyl)-oxiranyl]-methanol). The yield is 65.3%. As a reaction SMILES: C([O:5]O)(C)(C)C.[Cl:7][C:8]1[CH:9]=[C:10]([CH:15]=[CH:16][C:17]=1[Cl:18])[CH:11]=[CH:12][CH2:13][OH:14]>C(Cl)Cl>[Cl:7][C:8]1[CH:9]=[C:10]([C@@H:11]2[O:5][C@H:12]2[CH2:13][OH:14])[CH:15]=[CH:16][C:17]=1[Cl:18]. Procedure details: To a suspension of powdered 4 Å molecular sieves (3.2 g) in DCM (144 mL) was added Ti(O-iPr)4 (0.864 mL, 2.93 mmol), (+)-L-diisopropyl tartrate (0.924 mL, 4.39 mmol), and t-BuOOH (5.5 M in decane, 10.8 mL, 59.4 mmol). The mixture was cooled to −20° C. stirred for 1 h. A solution of 3,4-dichlorocinnamyl alcohol (6.0 g, 29.5 mmol) in DCM (30 mL) was added via cannula. After 18 h at −20° C., the reaction was quenched by addition of 10% aq. NaOH and brine (10%, 4 mL). The cooling bath was removed, a... The reactants are resin, N(C(C(=O)O)O)C(=O)OCC1C2=CC=CC=C2C2=CC=CC=C12 (N-Fmoc-Gly(OH)), N1=CC=C(C2=CC=CC=C12)C=O (4-quinolinecarboxaldehyde), FC(S(=O)(=O)C1=CC=C(N)C=C1)(F)F (4-(trifluoromethanesulfonyl)aniline). The product is FC(C(=O)O)(F)F.N1=CC=C(C2=CC=CC=C12)CN1C(N(C(C1)=O)C1=CC=C(C=C1)S(=O)(=O)C(F)(F)F)=O (1-quinol-4-ylmethyl-3-(4-trifluoromethanesulfonylphenyl)imidazolidine-2,4-dione trifluoroacetate). Yield: 35.5%. As a reaction SMILES: [NH:1]([C:7](OCC1C2C(=CC=CC=2)C2C1=CC=CC=2)=[O:8])[CH:2](O)[C:3]([OH:5])=[O:4].[N:24]1[C:33]2[C:28](=[CH:29][CH:30]=[CH:31][CH:32]=2)[C:27]([CH:34]=O)=[CH:26][CH:25]=1.[F:36][C:37]([F:49])([F:48])[S:38]([C:41]1[CH:47]=[CH:46][C:44]([NH2:45])=[CH:43][CH:42]=1)(=[O:40])=[O:39]>>[F:36][C:37]([F:49])([F:48])[C:3]([OH:5])=[O:4].[N:24]1[C:33]2[C:28](=[CH:29][CH:30]=[CH:31][CH:32]=2)[C:27]([CH2:34][N:1]2[CH2:2][C:3](=[O:4])[N:45]([C:44]3[CH:46]=[CH:47][C:41]([S:38]([C:37]([F:48])([F:36])[F:49])(=[O:39])=[O:40])=[CH:42][CH:43]=3)[C:7]2=[O:8])=[CH:26][CH:25]=1 |f:3.4|. Procedure: The compound is prepared from 4 mmol of resin, 12 mmol of N-Fmoc-Gly(OH), 20 mmol of 4-quinolinecarboxaldehyde, and 10 mmol of 4-(trifluoromethanesulfonyl)aniline, in the same way as in Example 1. After purification by preparative LC-MS, 1 g of expected product is obtained. Reactants: N1CCCC1 (pyrrolidine), C(=O)(C(F)(F)F)O (TFA), BrC=1C=C(C=CC1)C1=CSC2=NC(=CC(=C21)N(S(=O)(=O)C2=CC(=CC=C2)Cl)COCC[Si](C)(C)C)C (N-[3-(3-bromophenyl)-6-methylthieno[2,3-b]pyridin-4-yl]-3-chloro-N-({[2-(trimethylsilyl)ethyl]oxy}methyl)benzenesulfonamide), C=1C=CC(=CC1)P(C=2C=CC=CC2)C3=CC=C4C=CC=CC4=C3C5=C6C=CC=CC6=CC=C5P(C=7C=CC=CC7)C=8C=CC=CC8 (BINAP), CC(C)([O-])C.[Na+] (sodium tert-butoxide). The reagents and catalysts are C=1C=CC(=CC1)/C=C/C(=O)/C=C/C2=CC=CC=C2.C=1C=CC(=CC1)/C=C/C(=O)/C=C/C2=CC=CC=C2.C=1C=CC(=CC1)/C=C/C(=O)/C=C/C2=CC=CC=C2.[Pd].[Pd] (Pd2(dba)3). Run in C(Cl)Cl (DCM), C1(=CC=CC=C1)C (toluene). Reaction conditions: temperature 120 celsius, time 16 hour. The product is ClC=1C=C(C=CC1)S(=O)(=O)NC1=C2C(=NC(=C1)C)SC=C2C2=CC(=CC=C2)N2CCCC2 (3-Chloro-N-{6-methyl-3-[3-(1-pyrrolidinyl)phenyl]thieno[2,3-b]pyridin-4-yl}benzenesulfonamide). The yield is 26.5%. RXN SMILES: Br[C:2]1[CH:3]=[C:4]([C:8]2[C:16]3[C:11](=[N:12][C:13]([CH3:36])=[CH:14][C:15]=3[N:17](COCC[Si](C)(C)C)[S:18]([C:21]3[CH:26]=[CH:25][CH:24]=[C:23]([Cl:27])[CH:22]=3)(=[O:20])=[O:19])[S:10][CH:9]=2)[CH:5]=[CH:6][CH:7]=1.C1C=CC(P(C2C(C3C(P(C4C=CC=CC=4)C4C=CC=CC=4)=CC=C4C=3C=CC=C4)=C3C(C=CC=C3)=CC=2)C2C=CC=CC=2)=CC=1.CC(C)([O-])C.[Na+].[NH:89]1[CH2:93][CH2:92][CH2:91][CH2:90]1.C(O)(C(F)(F)F)=O>C1(C)C=CC=CC=1.C(Cl)Cl.C1C=CC(/C=C/C(/C=C/C2C=CC=CC=2)=O)=CC=1.C1C=CC(/C=C/C(/C=C/C2C=CC=CC=2)=O)=CC=1.C1C=CC(/C=C/C(/C=C/C2C=CC=CC=2)=O)=CC=1.[Pd].[Pd]>[Cl:27][C:23]1[CH:22]=[C:21]([S:18]([NH:17][C:15]2[CH:14]=[C:13]([CH3:36])[N:12]=[C:11]3[S:10][CH:9]=[C:8]([C:4]4[CH:5]=[CH:6][CH:7]=[C:2]([N:89]5[CH2:93][CH2:92][CH2:91][CH2:90]5)[CH:3]=4)[C:16]=23)(=[O:20])=[O:19])[CH:26]=[CH:25][CH:24]=1 |f:2.3,8.9.10.11.12|. Procedure details: To a mixture of N-[3-(3-bromophenyl)-6-methylthieno[2,3-b]pyridin-4-yl]-3-chloro-N-({[2-(trimethylsilyl)ethyl]oxy}methyl)benzenesulfonamide (Description 54) (960 mg, 1.538 mmol), BINAP (57.5 mg, 0.092 mmol), Pd2(dba)3 (28.2 mg, 0.031 mmol) and sodium tert-butoxide (443 mg, 4.61 mmol) in toluene (10 mL) was added pyrrolidine (0.254 mL, 3.08 mmol) and the mixture heated at 120° C. for ca. 2 h. After cooling to RT, the mixture was passed through celite, washed with DCM (ca. 20 mL×5) and the filtrat... The reactants are C1CCOC1, CCc1cc(C(C)C(CC)c2cc3cc(C(=O)OC)ccc3o2)ccc1OCC(=O)C(C)(C)C, CO, [Na+], [OH-]. Yields the product CCc1cc(C(C)C(CC)c2cc3cc(C(=O)O)ccc3o2)ccc1OCC(=O)C(C)(C)C. RXN SMILES: [CH2:39]1[O:40][CH2:41][CH2:42][CH2:43]1.[CH3:1][O:2][C:3](=[O:4])[c:5]1[cH:6][cH:7][c:8]2[c:9]([cH:10][c:11]([CH:13]([CH2:14][CH3:15])[CH:16]([CH3:17])[c:18]3[cH:19][c:20]([CH2:32][CH3:33])[c:21]([O:24][CH2:25][C:26]([C:27]([CH3:28])([CH3:29])[CH3:30])=[O:31])[cH:22][cH:23]3)[o:12]2)[cH:34]1.[CH3:37][OH:38].[Na+:36].[OH-:35]>>[O:2]=[C:3]([OH:4])[c:5]1[cH:6][cH:7][c:8]2[c:9]([cH:10][c:11]([CH:13]([CH2:14][CH3:15])[CH:16]([CH3:17])[c:18]3[cH:19][c:20]([CH2:32][CH3:33])[c:21]([O:24][CH2:25][C:26]([C:27]([CH3:28])([CH3:29])[CH3:30])=[O:31])[cH:22][cH:23]3)[o:12]2)[cH:34]1. Starting materials: O (water), P(Br)(Br)Br (Phosphorus tribromide), [N+](=O)([O-])C=1C=C(CCO)C=CC1 (3-nitrophenethyl alcohol), C([O-])([O-])=O.[K+].[K+] (potassium carbonate). Solvent: C(C)OCC (diethyl ether). Run at time 2 hour. Product: BrCCC=1C=C(C=CC1)[N+](=O)[O-] (3-(2-Bromoethyl)nitrobenzene). As a reaction SMILES: P(Br)(Br)[Br:2].[N+:5]([C:8]1[CH:9]=[C:10]([CH:14]=[CH:15][CH:16]=1)[CH2:11][CH2:12]O)([O-:7])=[O:6].C(=O)([O-])[O-].[K+].[K+].O>C(OCC)C>[Br:2][CH2:12][CH2:11][C:10]1[CH:9]=[C:8]([N+:5]([O-:7])=[O:6])[CH:16]=[CH:15][CH:14]=1 |f:2.3.4|. Procedure: Phosphorus tribromide (0.94 ml) was added dropwise to a solution of 3-nitrophenethyl alcohol (5 g) in anhydrous diethyl ether (30 ml) at 0°. The mixture was stirred at room temperature for 2 hours and then treated with a solution of potassium carbonate and then water. The organic layer was dried and concentrated in vacuo to give the title compound as an oil (4.51 g). Reactants: N1C(CCC1)=O (pyrrolidin-2-one), C1(CC1)C=1C(=NC=C(C1)C1CC1)N1CCN(CC1)C(=O)C1=C(C=C(C=C1)I)F ([4-(3,5-dicyclopropylpyridin-2-yl)piperazin-1-yl](2-fluoro-4-iodophenyl)methanone). The product is C1(CC1)C=1C(=NC=C(C1)C1CC1)N1CCN(CC1)C(=O)C1=C(C=C(C=C1)N1C(CCC1)=O)F (1-{4-[4-(3,5-dicyclopropylpyridin-2-yl)piperazine-1-carbonyl]-3-fluorophenyl}pyrrolidin-2-one). The yield is 63.0%. Reaction SMILES: [NH:1]1[CH2:5][CH2:4][CH2:3][C:2]1=[O:6].[CH:7]1([C:10]2[C:11]([N:19]3[CH2:24][CH2:23][N:22]([C:25]([C:27]4[CH:32]=[CH:31][C:30](I)=[CH:29][C:28]=4[F:34])=[O:26])[CH2:21][CH2:20]3)=[N:12][CH:13]=[C:14]([CH:16]3[CH2:18][CH2:17]3)[CH:15]=2)[CH2:9][CH2:8]1>>[CH:7]1([C:10]2[C:11]([N:19]3[CH2:20][CH2:21][N:22]([C:25]([C:27]4[CH:32]=[CH:31][C:30]([N:1]5[CH2:5][CH2:4][CH2:3][C:2]5=[O:6])=[CH:29][C:28]=4[F:34])=[O:26])[CH2:23][CH2:24]3)=[N:12][CH:13]=[C:14]([CH:16]3[CH2:18][CH2:17]3)[CH:15]=2)[CH2:8][CH2:9]1. Procedure details: Using pyrrolidin-2-one (35 mg) and [4-(3,5-dicyclopropylpyridin-2-yl)piperazin-1-yl](2-fluoro-4-iodophenyl)methanone (200 mg) described in Preparation Example 164 and by the reaction and treatment in the same manner as in Example 1, the title compound (115 mg) was obtained.